This data is from the Open Reaction Database (ORD), a public repository of structured organic reaction records. The task is: describe an organic reaction: reactants, conditions, products, and yield Reactants: ClC=1C=C(C=C(C1)Cl)C(C1=CC=C(C=C1)SC(Cl)(Cl)Cl)=O (3′,5′-dichloro-4-(trichloro methyl sulfenyl)benzophenone). The solvent is CO (methanol). The product is ClC=1C=C(C=C(C1)Cl)C(C1=CC=C(C=C1)S)=O (3′,5′-dichloro-4-mercapto benzophenone). Isolated yield 73.5%. As a reaction SMILES: [Cl:1][C:2]1[CH:3]=[C:4]([C:9](=[O:21])[C:10]2[CH:15]=[CH:14][C:13]([S:16]C(Cl)(Cl)Cl)=[CH:12][CH:11]=2)[CH:5]=[C:6]([Cl:8])[CH:7]=1>CO>[Cl:1][C:2]1[CH:3]=[C:4]([C:9](=[O:21])[C:10]2[CH:11]=[CH:12][C:13]([SH:16])=[CH:14][CH:15]=2)[CH:5]=[C:6]([Cl:8])[CH:7]=1. Reported procedure: In a 100 ml three-neck flask, said 3′,5′-dichloro-4-(trichloro methyl sulfenyl)benzophenone is added into 80 g methanol. The solution is heated with stirring under nitrogen protection to reflux for 5 h, and then is distilled to remove the methanol and all low-boiling-point substances. The residue is recrystallized in a mixed solvent consisting of ethyl acetate and petroleum ether in a weight ratio 1:1 to obtain 21 g yellow-green needle-like crystals with a purity of 98.8%, the yield is 73.5%, an...